Dataset: the Open Reaction Database (ORD), a public repository of structured organic reaction records. Task: describe an organic reaction: reactants, conditions, products, and yield The reactants are O=C([O-])O, CS(C)=O, CC(C)(C)[O-], COC(=O)c1cc(F)ccc1C(F)(F)F, [K+], [Na+], Oc1ccccc1. Yields the product COC(=O)c1cc(Oc2ccccc2)ccc1C(F)(F)F. Reaction SMILES: [C:29](=[O:30])([OH:31])[O-:32].[CH3:34][S:35]([CH3:36])=[O:37].[CH3:8][C:9]([CH3:10])([O-:11])[CH3:12].[F:14][c:15]1[cH:16][cH:17][c:18]([C:25]([F:26])([F:27])[F:28])[c:19]([C:20](=[O:21])[O:22][CH3:23])[cH:24]1.[K+:13].[Na+:33].[OH:1][c:2]1[cH:3][cH:4][cH:5][cH:6][cH:7]1>>[O:1]([c:2]1[cH:3][cH:4][cH:5][cH:6][cH:7]1)[c:15]1[cH:16][cH:17][c:18]([C:25]([F:26])([F:27])[F:28])[c:19]([C:20](=[O:21])[O:22][CH3:23])[cH:24]1. Reactants: COc1ccc([N+](=O)[O-])cc1Br, CCO, [Cl-]. Product: COc1ccc(N)cc1Br. As a reaction SMILES: [Br:2][c:3]1[c:4]([O:12][CH3:13])[cH:5][cH:6][c:7]([N+:9]([O-:10])=[O:11])[cH:8]1.[CH3:14][CH2:15][OH:16].[Cl-:1]>>[Br:2][c:3]1[c:4]([O:12][CH3:13])[cH:5][cH:6][c:7]([NH2:9])[cH:8]1. The reactants are Oc1ccc(Br)c(F)c1, ClCCl, OCCN1CCOCC1, CC(C)OC(=O)N=NC(=O)OC(C)C, c1ccc(P(c2ccccc2)c2ccccc2)cc1. The product is Fc1cc(OCCN2CCOCC2)ccc1Br. Reaction SMILES: [Br:1][c:2]1[c:3]([F:9])[cH:4][c:5]([OH:8])[cH:6][cH:7]1.[CH2:52]([Cl:53])[Cl:54].[O:29]1[CH2:30][CH2:31][N:32]([CH2:35][CH2:36][OH:37])[CH2:33][CH2:34]1.[O:38]=[C:39]([O:40][CH:41]([CH3:42])[CH3:43])[N:44]=[N:45][C:46]([O:47][CH:48]([CH3:49])[CH3:50])=[O:51].[c:10]1([P:11]([c:12]2[cH:13][cH:14][cH:15][cH:16][cH:17]2)[c:18]2[cH:19][cH:20][cH:21][cH:22][cH:23]2)[cH:24][cH:25][cH:26][cH:27][cH:28]1>>[Br:1][c:2]1[c:3]([F:9])[cH:4][c:5]([O:8][CH2:36][CH2:35][N:32]2[CH2:31][CH2:30][O:29][CH2:34][CH2:33]2)[cH:6][cH:7]1. Reactants: CC1(C)CCCC(C)(C)N1, CCCCCC, CC(C)Oc1nc(Cl)nc(Cl)n1, Cc1ccccc1C. The product is CC(C)Oc1nc(Cl)nc(N2C(C)(C)CCCC2(C)C)n1. Reaction SMILES: [CH3:13][C:14]1([CH3:22])[NH:15][C:16]([CH3:20])([CH3:21])[CH2:17][CH2:18][CH2:19]1.[CH3:23][CH2:24][CH2:25][CH2:26][CH2:27][CH3:28].[Cl:1][c:2]1[n:3][c:4]([O:9][CH:10]([CH3:11])[CH3:12])[n:5][c:6]([Cl:8])[n:7]1.[c:29]1([CH3:30])[c:31]([CH3:32])[cH:33][cH:34][cH:35][cH:36]1>>[c:2]1([N:15]2[C:14]([CH3:13])([CH3:22])[CH2:19][CH2:18][CH2:17][C:16]2([CH3:20])[CH3:21])[n:3][c:4]([O:9][CH:10]([CH3:11])[CH3:12])[n:5][c:6]([Cl:8])[n:7]1.